From a dataset of the Open Reaction Database (ORD), a public repository of structured organic reaction records. describe an organic reaction: reactants, conditions, products, and yield Reactants: aqueous solution, [OH-].[Na+] (sodium hydroxide), C1(=CC=CC=C1)C(OC1CCN(CC1)CCCOC=1C=CC=2N(N1)N=C(N2)C(=O)OC(C)C)C2=CC=CC=C2 (isopropyl [6-[3-[4-(diphenylmethoxy) piperidino]propoxy][1,2,4]triazolo[1,5-b]pyridazin-2-yl]carboxylate). The solvent is O1CCCC1 (tetrahydrofuran). Conditions: time 3.5 hour. Yields the product C1(=CC=CC=C1)C(OC1CCN(CC1)CCCOC=1C=CC=2N(N1)N=C(N2)C(=O)O)C2=CC=CC=C2 ([6-[3-[4-(diphenylmethoxy)piperidino]propoxy][1,2,4]triazolo[1,5-b]pyridazin-2-yl]carboxylic acid). The yield is 78.1%. RXN SMILES: [C:1]1([CH:7]([C:34]2[CH:39]=[CH:38][CH:37]=[CH:36][CH:35]=2)[O:8][CH:9]2[CH2:14][CH2:13][N:12]([CH2:15][CH2:16][CH2:17][O:18][C:19]3[CH:20]=[CH:21][C:22]4[N:23]([N:25]=[C:26]([C:28]([O:30]C(C)C)=[O:29])[N:27]=4)[N:24]=3)[CH2:11][CH2:10]2)[CH:6]=[CH:5][CH:4]=[CH:3][CH:2]=1.[OH-].[Na+]>O1CCCC1>[C:34]1([CH:7]([C:1]2[CH:2]=[CH:3][CH:4]=[CH:5][CH:6]=2)[O:8][CH:9]2[CH2:14][CH2:13][N:12]([CH2:15][CH2:16][CH2:17][O:18][C:19]3[CH:20]=[CH:21][C:22]4[N:23]([N:25]=[C:26]([C:28]([OH:30])=[O:29])[N:27]=4)[N:24]=3)[CH2:11][CH2:10]2)[CH:39]=[CH:38][CH:37]=[CH:36][CH:35]=1 |f:1.2|. Procedure details: 1.85 g of isopropyl [6-[3-[4-(diphenylmethoxy) piperidino]propoxy][1,2,4]triazolo[1,5-b]pyridazin-2-yl]carboxylate was dissolved in 18 ml of tetrahydrofuran; 3.8 ml of a 1 N aqueous solution of sodium hydroxide was added, followed by stirring at room temperature for 3.5 hours. After cooling, the mixture was concentrated under reduced pressure; the residue was diluted with water and washed with ethyl acetate; 1 N hydrochloric acid was added to ajust pH 4.5. The mixture was crystallized by the add... Reactants: C(C1=CC=CC=C1)OCCNC(=O)N(CCO)CCO (N-(2-benzyloxyethyl)-N',N'-di-(2-hydroxyethyl)-urea), S(=O)(Cl)Cl (thionyl chloride). The solvent is ClCCl (dichloromethane). Product: C(C1=CC=CC=C1)OCCN1C(N(CC1)CCCl)=O (1-(2-Benzyloxyethyl)-3-(2-chloroethyl)-2-imidazolidinon). Reaction SMILES: [CH2:1]([O:8][CH2:9][CH2:10][NH:11][C:12]([N:14]([CH2:18][CH2:19]O)[CH2:15][CH2:16]O)=[O:13])[C:2]1[CH:7]=[CH:6][CH:5]=[CH:4][CH:3]=1.S(Cl)([Cl:23])=O>ClCCl>[CH2:1]([O:8][CH2:9][CH2:10][N:11]1[CH2:19][CH2:18][N:14]([CH2:15][CH2:16][Cl:23])[C:12]1=[O:13])[C:2]1[CH:3]=[CH:4][CH:5]=[CH:6][CH:7]=1. Procedure details: To 3-benzyloxypropionic acid (129.6 g) in ether (310 ml) and N,N-dimethylformamide (4 ml) was added thionyl chloride (155 ml). The solution was refluxed for 2 hours, and solvents and excess thionyl chloride were removed by evaporation in vacuo. Yield 132 g of 3-Benzyloxypropionic acid chloride as an oil. To an ice cooled solution of the thus prepared acid chloride (132 g) in acetone (450 ml) was added a cold solution of sodium azide (48.5 g) in water (200 ml) at 5° C. After additional stirring a... Starting materials: C(C)OC1=CC2=C(N=C(S2)S)C=C1 (6-ethoxybenzothiazole-2-thiol), [OH-].[K+] (potassium hydroxide), [N+](=O)([O-])C1=C(N)C=C(C=C1)Cl (2-nitro-5-chloroaniline). Run in O (water), CN(C=O)C (dimethylformamide), O (water). Conditions: time 16 hour. Product: [N+](=O)([O-])C1=C(N)C=C(C=C1)SC=1SC2=C(N1)C=CC(=C2)OCC (2-Nitro-5-(6-ethoxybenzothiazol-2-ylthio)aniline). As a reaction SMILES: [OH-].[K+].[CH2:3]([O:5][C:6]1[CH:15]=[CH:14][C:9]2[N:10]=[C:11]([SH:13])[S:12][C:8]=2[CH:7]=1)[CH3:4].[N+:16]([C:19]1[CH:25]=[CH:24][C:23](Cl)=[CH:22][C:20]=1[NH2:21])([O-:18])=[O:17]>O.CN(C)C=O>[N+:16]([C:19]1[CH:25]=[CH:24][C:23]([S:13][C:11]2[S:12][C:8]3[CH:7]=[C:6]([O:5][CH2:3][CH3:4])[CH:15]=[CH:14][C:9]=3[N:10]=2)=[CH:22][C:20]=1[NH2:21])([O-:18])=[O:17] |f:0.1|. Procedure: To a stirred solution of 0.15 moles of potassium hydroxide in a mixture of 15 ml of water and 300 ml of dimethylformamide add 0.15 moles of 6-ethoxybenzothiazole-2-thiol (L. B. Sebrell and C. E. Boord, J. Am. Chem. Soc., 45, 2390 (1923)) under a nitrogen atmosphere. After complete dissolution, add 2-nitro-5-chloroaniline (R. C. Fuson, R. A. Dauman, E. Howard, Jr., and E. N. Marvell, J. Org. Chem., 12, 084 (1947)) and heat the mixture under reflux and a positive nitrogen pressure for about 16 hou... Starting materials: ClC=1C=C(C=CC1OCC1(CCN(CC1)C1COC1)F)S(=O)(=O)N(CC1=C(C=C(C=C1)OC)OC)CC1=C(C=C(C=C1)OC)OC (3-chloro-N,N-bis(2,4-dimethoxybenzyl)-4-((4-fluoro-1-(oxetan-3-yl)piperidin-4-yl)methoxy)benzenesulfonamide), FC(C(=O)O)(F)F (trifluoroacetic acid). The solvent is ClCCl (dichloromethane). Conditions: time 1 hour. The product is ClC=1C=C(C=CC1OCC1(CCN(CC1)C1COC1)F)S(=O)(=O)N (3-chloro-4-((4-fluoro-1-(oxetan-3-yl)piperidin-4-yl)methoxy)benzenesulfonamide). Reaction SMILES: [Cl:1][C:2]1[CH:3]=[C:4]([S:21]([N:24](CC2C=CC(OC)=CC=2OC)CC2C=CC(OC)=CC=2OC)(=[O:23])=[O:22])[CH:5]=[CH:6][C:7]=1[O:8][CH2:9][C:10]1([F:20])[CH2:15][CH2:14][N:13]([CH:16]2[CH2:19][O:18][CH2:17]2)[CH2:12][CH2:11]1.FC(F)(F)C(O)=O>ClCCl>[Cl:1][C:2]1[CH:3]=[C:4]([S:21]([NH2:24])(=[O:23])=[O:22])[CH:5]=[CH:6][C:7]=1[O:8][CH2:9][C:10]1([F:20])[CH2:11][CH2:12][N:13]([CH:16]2[CH2:17][O:18][CH2:19]2)[CH2:14][CH2:15]1. Procedure details: To a solution of EXAMPLE 517D (0.258 g) in dichloromethane (3 mL) was added trifluoroacetic acid (2 mL) dropwise. The reaction was stirred for 1 hour then quenched by the addition of saturated NaHCO3 solution (20 mL). The reaction was extracted with dichloromethane (2×50 mL), the dichloromethane layer was concentrated, ethyl acetate (20 mL) was added and the resulting solid was filtered. The organic layer was diluted to 50 ml, washed with brine (25 mL), dried over magnesium sulfate, filtered and... Starting materials: [Si](C)(C)(C(C)(C)C)O[C@@H]1C[C@H](N(C1)C(=O)OCC1=CC=C(C=C1)[N+](=O)[O-])CSC1=NN=NN1C ((2S,4R)-4-t-butyldimethylsilyloxy-2-(1-methyl-1H-tetrazol-5-yl)thiomethyl-1-(4nitrobenzyloxycarbonyl)pyrrolidine), Cl (hydrochloric acid). Solvent: CO (methanol). Conditions: time 1 hour. The product is O[C@@H]1C[C@H](N(C1)C(=O)OCC1=CC=C(C=C1)[N+](=O)[O-])CSC1=NN=NN1C ((2S,4R)-4-hydroxy-2-(1-methyl-1H-tetrazol-5-yl)thiomethyl-1-(4-nitrobenzyloxycarbonyl)pyrrolidine). Isolated yield 96.5%. Reaction SMILES: [Si]([O:8][C@H:9]1[CH2:13][N:12]([C:14]([O:16][CH2:17][C:18]2[CH:23]=[CH:22][C:21]([N+:24]([O-:26])=[O:25])=[CH:20][CH:19]=2)=[O:15])[C@H:11]([CH2:27][S:28][C:29]2[N:33]([CH3:34])[N:32]=[N:31][N:30]=2)[CH2:10]1)(C(C)(C)C)(C)C.Cl>CO>[OH:8][C@H:9]1[CH2:13][N:12]([C:14]([O:16][CH2:17][C:18]2[CH:23]=[CH:22][C:21]([N+:24]([O-:26])=[O:25])=[CH:20][CH:19]=2)=[O:15])[C@H:11]([CH2:27][S:28][C:29]2[N:33]([CH3:34])[N:32]=[N:31][N:30]=2)[CH2:10]1. Procedure: To a solution of (2S,4R)-4-t-butyldimethylsilyloxy-2-(1-methyl-1H-tetrazol-5-yl)thiomethyl-1-(4nitrobenzyloxycarbonyl)pyrrolidine (1.67 g) in methanol (30 ml) was added conc. hydrochloric acid (0.82 ml) at ambient temperature. After stirring at the same temperature for 1 hour, the reaction mixture was concentrated under reduced pressure. The resulting residue was dissolved in ethyl acetate (80 ml). The solution was washed with saturated aqueous sodium hydrogen carbonate and saturated aqueous sod... Starting materials: FC1=CC=C(N(C)CC(C)N)C=C1 (2-(4-fluoro-N-methylanilino)-1-methylethylamine), ClC(=O)OCC(C)C (isobutyl chloroformate), CN1CCCCC1 (N-methylpiperidine), O(C1=CC=CC=C1)C(=O)N[C@@H]([C@@H](C)CC)C(=O)O (N-phenoxycarbonyl-L-isoleucine). Solvent: O (Water), C(Cl)Cl (methylene chloride). Conditions: temperature -20 celsius, time 1 hour. The product is FC1=CC=C(N(C)CC(C)NC([C@@H](NC(=O)OC2=CC=CC=C2)[C@@H](C)CC)=O)C=C1 (N1 -[2-(4-fluoro-N-methylanilino)-1-methylethyl]-N2 -phenoxycarbonyl-L-isoleucinamide), crystal. Yield: 13.0%. Reaction SMILES: CN1CCCCC1.[O:8]([C:15]([NH:17][C@H:18]([C:23]([OH:25])=O)[C@H:19]([CH2:21][CH3:22])[CH3:20])=[O:16])[C:9]1[CH:14]=[CH:13][CH:12]=[CH:11][CH:10]=1.ClC(OCC(C)C)=O.[F:34][C:35]1[CH:46]=[CH:45][C:38]([N:39]([CH2:41][CH:42]([NH2:44])[CH3:43])[CH3:40])=[CH:37][CH:36]=1>C(Cl)Cl.O>[F:34][C:35]1[CH:46]=[CH:45][C:38]([N:39]([CH2:41][CH:42]([NH:44][C:23](=[O:25])[C@H:18]([C@H:19]([CH2:21][CH3:22])[CH3:20])[NH:17][C:15]([O:8][C:9]2[CH:10]=[CH:11][CH:12]=[CH:13][CH:14]=2)=[O:16])[CH3:43])[CH3:40])=[CH:37][CH:36]=1. Reported procedure: 1.9 g of N-methylpiperidine was added to a solution containing 4.8 g of N-phenoxycarbonyl-L-isoleucine dissolved in 80 ml of methylene chloride, at -20° C. After the mixture was stirred for 10 minutes at the same temperature, 2.6 g of isobutyl chloroformate was added to the mixture, and stirred for 1 hour at -20° C. 3.5 g of 2-(4-fluoro-N-methylanilino)-1-methylethylamine was added to this mixture at -60° C., and then the reaction mixture was allowed to sit and warm naturally to room temperature... Reactants: C(C)OC(=O)N1CCN(CC1)CCCC1=C(NC=2CCCCC12)C=O (4-[3-(2-Formyl-4,5,6,7-tetrahydro-1H-indol-3-yl)-propyl]-piperazine-1-carboxylic acid ethyl ester), CNS(=O)(=O)C=1C=C2CC(NC2=CC1)=O (5-methylaminosulfonyloxindole). The product is C(C)OC(=O)N1CCN(CC1)CCCC1=C(NC=2CCCCC12)\C=C\1/C(NC2=CC=C(C=C12)S(NC)(=O)=O)=O (4-(3-{2-[5-methylsulfamoyl-2-oxo-1,2-dihydro-indol-(3Z)-ylidenemethyl]-4,5,6,7-tetrahydro-1H-indol-3-yl}-propyl)-piperazine-1-carboxylic acid ethyl ester). The yield is 61.5%. RXN SMILES: [CH2:1]([O:3][C:4]([N:6]1[CH2:11][CH2:10][N:9]([CH2:12][CH2:13][CH2:14][C:15]2[C:23]3[CH2:22][CH2:21][CH2:20][CH2:19][C:18]=3[NH:17][C:16]=2[CH:24]=O)[CH2:8][CH2:7]1)=[O:5])[CH3:2].[CH3:26][NH:27][S:28]([C:31]1[CH:32]=[C:33]2[C:37](=[CH:38][CH:39]=1)[NH:36][C:35](=[O:40])[CH2:34]2)(=[O:30])=[O:29]>>[CH2:1]([O:3][C:4]([N:6]1[CH2:11][CH2:10][N:9]([CH2:12][CH2:13][CH2:14][C:15]2[C:23]3[CH2:22][CH2:21][CH2:20][CH2:19][C:18]=3[NH:17][C:16]=2/[CH:24]=[C:34]2\[C:35](=[O:40])[NH:36][C:37]3[C:33]\2=[CH:32][C:31]([S:28](=[O:29])(=[O:30])[NH:27][CH3:26])=[CH:39][CH:38]=3)[CH2:8][CH2:7]1)=[O:5])[CH3:2]. Reported procedure: 4-[3-(2-Formyl-4,5,6,7-tetrahydro-1H-indol-3-yl)-propyl]-piperazine-1-carboxylic acid ethyl ester (65 mg, 0.1 87 mmol) was condensed with 5-methylaminosulfonyloxindole (43 mg, 1.01 eq.) following the same condition used in Example 1 above. The precipitated solid was purified by flash chromatography, eluting with dichloromethan/methanol (50/1, 40/1, 30/1) to provide 65 mg of the desired product. Run in O1CCCC1 (tetrahydrofuran), O (water). Conditions: time 0.5 hour. The reactants are COC(CNC(CNC(=O)OC(C)(C)C)=O)=O (t-butoxycarbonyl-glycyl-glycine methyl ester), Cl (hydrochloric acid), [OH-].[Na+] (sodium hydroxide). As a reaction SMILES: C[O:2][C:3](=[O:17])[CH2:4][NH:5][C:6](=[O:16])[CH2:7][NH:8][C:9]([O:11][C:12]([CH3:15])([CH3:14])[CH3:13])=[O:10].[OH-].[Na+].Cl>O1CCCC1.O>[C:12]([O:11][C:9]([NH:8][CH2:7][C:6]([NH:5][CH2:4][C:3]([OH:17])=[O:2])=[O:16])=[O:10])([CH3:15])([CH3:13])[CH3:14] |f:1.2|. Yields the product C(C)(C)(C)OC(=O)NCC(=O)NCC(=O)O (t-Butoxycarbonyl-glycyl-glycine). Procedure: Add, to a solution of t-butoxycarbonyl-glycyl-glycine methyl ester (3.9 g.) in tetrahydrofuran (30 ml.) and water (30 ml.), 16 ml. of 1 N sodium hydroxide dropwise. Stir the mixture until homogenous (1 1/2 hours), then acidify to pH 3 with dilute hydrochloric acid and evaporate to dryness. Suspend the residue in acetone, filter and evaporate the filtrate to dryness to afford the title product (m.p. 125°-128° C.). The reactants are O=S(=O)(Cc1ccc(Cl)cc1)c1ccc(F)c(F)c1, O=C(O)Cc1cc(O)cc(Cl)c1. Yields the product O=C(O)Cc1cc(Cl)cc(Oc2ccc(S(=O)(=O)Cc3ccc(Cl)cc3)cc2F)c1. As a reaction SMILES: [Cl:13][c:14]1[cH:15][cH:16][c:17]([CH2:18][S:19](=[O:20])(=[O:21])[c:22]2[cH:23][c:24]([F:29])[c:25]([F:28])[cH:26][cH:27]2)[cH:30][cH:31]1.[Cl:1][c:2]1[cH:3][c:4]([CH2:9][C:10](=[O:11])[OH:12])[cH:5][c:6]([OH:8])[cH:7]1>>[Cl:1][c:2]1[cH:3][c:4]([CH2:9][C:10](=[O:11])[OH:12])[cH:5][c:6]([O:8][c:25]2[c:24]([F:29])[cH:23][c:22]([S:19]([CH2:18][c:17]3[cH:16][cH:15][c:14]([Cl:13])[cH:31][cH:30]3)(=[O:20])=[O:21])[cH:27][cH:26]2)[cH:7]1. Reactants: COc1c(C)c(C)c(OC)c(CCC2(C)CO2)c1C, CC(C)CCCC(C)CCCC(C)CCBr, CCOCC, CSC, [Cl-], [Cu]Br, [Mg], [NH4+]. Product: COc1c(C)c(C)c(OC)c(CCC(C)(O)CCCC(C)CCCC(C)CCCC(C)C)c1C. RXN SMILES: [CH3:18][O:19][c:20]1[c:21]([CH2:31][CH2:32][C:33]2([CH3:36])[CH2:34][O:35]2)[c:22]([CH3:30])[c:23]([O:28][CH3:29])[c:24]([CH3:27])[c:25]1[CH3:26].[CH3:1][CH:2]([CH2:3][CH2:4][Br:5])[CH2:6][CH2:7][CH2:8][CH:9]([CH2:10][CH2:11][CH2:12][CH:13]([CH3:14])[CH3:15])[CH3:16].[CH3:39][CH2:40][O:41][CH2:42][CH3:43].[CH3:44][S:45][CH3:46].[Cl-:37].[Cu:47][Br:48].[Mg:17].[NH4+:38]>>[CH3:1][CH:2]([CH2:3][CH2:4][CH2:34][C:33]([CH2:32][CH2:31][c:21]1[c:20]([O:19][CH3:18])[c:25]([CH3:26])[c:24]([CH3:27])[c:23]([O:28][CH3:29])[c:22]1[CH3:30])([OH:35])[CH3:36])[CH2:6][CH2:7][CH2:8][CH:9]([CH2:10][CH2:11][CH2:12][CH:13]([CH3:14])[CH3:15])[CH3:16].